This data is from the Open Reaction Database (ORD), a public repository of structured organic reaction records. The task is: describe an organic reaction: reactants, conditions, products, and yield Starting materials: O=Cc1cccc(Br)c1, COC(=O)c1cc(N)cc(Cl)c1, Cc1ccccc1, Cc1ccc(S(=O)(=O)O)cc1. The product is COC(=O)c1cc(Cl)cc(N=Cc2cccc(Br)c2)c1. RXN SMILES: [Br:13][c:14]1[cH:15][c:16]([CH:17]=[O:18])[cH:19][cH:20][cH:21]1.[CH3:1][O:2][C:3]([c:4]1[cH:5][c:6]([NH2:11])[cH:7][c:8]([Cl:10])[cH:9]1)=[O:12].[CH3:33][c:34]1[cH:35][cH:36][cH:37][cH:38][cH:39]1.[c:22]1([CH3:23])[cH:24][cH:25][c:26]([S:27]([OH:28])(=[O:29])=[O:30])[cH:31][cH:32]1>>[CH3:1][O:2][C:3]([c:4]1[cH:5][c:6]([N:11]=[CH:17][c:16]2[cH:15][c:14]([Br:13])[cH:21][cH:20][cH:19]2)[cH:7][c:8]([Cl:10])[cH:9]1)=[O:12].